The task is: describe an organic reaction: reactants, conditions, products, and yield. This data is from the Open Reaction Database (ORD), a public repository of structured organic reaction records. Reactants: C1CCOC1, COC(=O)C1CC(Oc2cc(-n3ccc(C(F)(F)F)n3)nc3c(Cl)c(OC)ccc23)CN1C(=O)OC(C)(C)C, Cl, [Li+], [OH-], O. Product: COc1ccc2c(OC3CC(C(=O)O)N(C(=O)OC(C)(C)C)C3)cc(-n3ccc(C(F)(F)F)n3)nc2c1Cl. As a reaction SMILES: [CH2:44]1[O:45][CH2:46][CH2:47][CH2:48]1.[Cl:1][c:2]1[c:3]([O:38][CH3:39])[cH:4][cH:5][c:6]2[c:7]([O:21][CH:22]3[CH2:23][CH:24]([C:34](=[O:35])[O:36][CH3:37])[N:25]([C:27](=[O:28])[O:29][C:30]([CH3:31])([CH3:32])[CH3:33])[CH2:26]3)[cH:8][c:9](-[n:12]3[n:13][c:14]([C:17]([F:18])([F:19])[F:20])[cH:15][cH:16]3)[n:10][c:11]12.[ClH:43].[Li+:41].[OH-:40].[OH2:42]>>[Cl:1][c:2]1[c:3]([O:38][CH3:39])[cH:4][cH:5][c:6]2[c:7]([O:21][CH:22]3[CH2:23][CH:24]([C:34](=[O:35])[OH:36])[N:25]([C:27](=[O:28])[O:29][C:30]([CH3:31])([CH3:32])[CH3:33])[CH2:26]3)[cH:8][c:9](-[n:12]3[n:13][c:14]([C:17]([F:18])([F:19])[F:20])[cH:15][cH:16]3)[n:10][c:11]12. Starting materials: OC(C)C=1C=C(C=CC1)C1=CC=CC=C1 (3-(1-hydroxyethyl)biphenyl), P(Br)(Br)Br (phosphorous tribromide), ice water, COC(C)(C)C (tert-butyl methyl ether). Solvent: C(C)OCC (diethyl ether). Yields the product BrC(C)C=1C=C(C=CC1)C1=CC=CC=C1 (3-(1-bromoethyl)biphenyl). Yield: 0.0%. As a reaction SMILES: O[CH:2]([C:4]1[CH:5]=[C:6]([C:10]2[CH:15]=[CH:14][CH:13]=[CH:12][CH:11]=2)[CH:7]=[CH:8][CH:9]=1)[CH3:3].P(Br)(Br)[Br:17].COC(C)(C)C>C(OCC)C>[Br:17][CH:2]([C:4]1[CH:5]=[C:6]([C:10]2[CH:15]=[CH:14][CH:13]=[CH:12][CH:11]=2)[CH:7]=[CH:8][CH:9]=1)[CH3:3]. Procedure: To a solution of 3.97 g (20 mmol) of 3-(1-hydroxyethyl)biphenyl in 60 ml of dry diethyl ether was added dropwise 2.70 g (9.0 mmol) of phosphorous tribromide with ice-cooling, and the mixture was further stirred with ice-cooling for 3 hours. To the reaction solution were added ice water and tert-butyl methyl ether. The mixture was stirred for 30 minutes and separated. The organic layer was washed successively with an about 5% aqueous solution of sodium bicarbonate and water, dried and concentrate... The reactants are ClC=1C=C(C=CC1[N+](=O)[O-])C(C)=O (3'-chloro-4'-nitroacetophenone), FC1=C([S-])C=CC(=C1)F.[K+] (potassium 2,4-difluorothiophenoxide), ice water. Run in C=1(C(=CC=CC1)C)C (xylene). Conditions: time 8 hour. The product is FC1=C(C=CC(=C1)F)SC=1C=C(C=CC1[N+](=O)[O-])C(C)=O (3'-(2,4-difluorophenylthio)-4'-nitroacetophenone). Yield: 61.8%. RXN SMILES: Cl[C:2]1[CH:3]=[C:4]([C:11](=[O:13])[CH3:12])[CH:5]=[CH:6][C:7]=1[N+:8]([O-:10])=[O:9].[F:14][C:15]1[CH:21]=[C:20]([F:22])[CH:19]=[CH:18][C:16]=1[S-:17].[K+]>C1(C)C(C)=CC=CC=1>[F:14][C:15]1[CH:21]=[C:20]([F:22])[CH:19]=[CH:18][C:16]=1[S:17][C:2]1[CH:3]=[C:4]([C:11](=[O:13])[CH3:12])[CH:5]=[CH:6][C:7]=1[N+:8]([O-:10])=[O:9] |f:1.2|. Reported procedure: A mixture of 3'-chloro-4'-nitroacetophenone (2.4 g), potassium 2,4-difluorothiophenoxide (2.7 g), and N,Ndimethylformamide (5 ml) in xylene (50 ml) was stirred for 8 hours at room temperature. The mixture was poured into ice-water and extracted with ethyl acetate. The extract was washed with water, dried over magnesium sulfate, and concentrated under reduced pressure. The residual solid was recrystallized from ethanol to give prisms of 3'-(2,4-difluorophenylthio)-4'-nitroacetophenone (2.3 g). The reactants are N1CCOCC1 (morpholine), COC(C1=CC=C(C=C1)F)=O (4-fluoro benzoic acid methyl ester). Solvent: O (water). Reaction conditions: temperature 120 celsius. The product is COC(C1=CC=C(C=C1)N1CCOCC1)=O (4-morpholin-4-yl-benzoic acid methyl ester). Yield: 234.5%. As a reaction SMILES: [NH:1]1[CH2:6][CH2:5][O:4][CH2:3][CH2:2]1.[CH3:7][O:8][C:9](=[O:17])[C:10]1[CH:15]=[CH:14][C:13](F)=[CH:12][CH:11]=1>O>[CH3:7][O:8][C:9](=[O:17])[C:10]1[CH:15]=[CH:14][C:13]([N:1]2[CH2:6][CH2:5][O:4][CH2:3][CH2:2]2)=[CH:12][CH:11]=1. Procedure: A mixture of morpholine (996 mg, 1 mL, 11.4 mmol) and 4-fluoro benzoic acid methyl ester (500 mg, 0.32 mmol) was stirred with heating at 120° C. for 48 hrs. Cold water then added, filtered the solid precipitated to afford 166 mg (23.15% yield) of 4-morpholin-4-yl-benzoic acid methyl ester. 1H NMR (CDCl3): δ 8.0 (d, 2H), 6.9 (d, 2H), 3.9 (m, 7H), 3.3 (t, 4H). The reactants are C1COP(=O)(NC1O)N(CCCl)CCCl (4-hydroxycyclophosphamide), BrC1=C(C=CC=C1)NC(NO)=O (3-o-bromophenyl-1-hydroxyurea), ClC(C(=O)O)(Cl)Cl (trichloroacetic acid). Solvent: CC(=O)C (acetone). Conditions: time 2 day. Product: BrC1=C(C=CC=C1)NC(N(C1NP(OCC1)(=O)N(CCCl)CCCl)O)=O (3-(o-bromophenyl)-1-hydroxy-1-[2-(bis-(2-chloroethyl)-amino)-2-oxo-tetrahydro-2H-1,3,2-oxazaphosphorin-4-yl]-urea). Reaction SMILES: [CH2:1]1[CH:7](O)[NH:6][P:4]([N:9]([CH2:13][CH2:14][Cl:15])[CH2:10][CH2:11][Cl:12])(=[O:5])[O:3][CH2:2]1.[Br:16][C:17]1[CH:22]=[CH:21][CH:20]=[CH:19][C:18]=1[NH:23][C:24](=[O:27])[NH:25][OH:26].ClC(Cl)(Cl)C(O)=O>CC(C)=O>[Br:16][C:17]1[CH:22]=[CH:21][CH:20]=[CH:19][C:18]=1[NH:23][C:24](=[O:27])[N:25]([OH:26])[CH:7]1[CH2:1][CH2:2][O:3][P:4]([N:9]([CH2:13][CH2:14][Cl:15])[CH2:10][CH2:11][Cl:12])(=[O:5])[NH:6]1. Procedure details: 560 mg (2 mmol) of 4-hydroxycyclophosphamide in 10 ml of acetone were treated with 460 mg of 3-o-bromophenyl-1-hydroxyurea and a catalytic amount of trichloroacetic acid and let to stand at -25° C. After 2 days, the crystals were drawn off by suction and recrystallized from acetone. Starting materials: C=CCBr, C[O-], [Na+], O, CC(=NO)c1ccc(NC(=O)NCC(=O)Oc2ccccc2)cc1. Yields the product C=CCON=C(C)c1ccc(NC(=O)NCC(=O)Oc2ccccc2)cc1. As a reaction SMILES: [CH2:28]([CH:29]=[CH2:30])[Br:31].[CH3:25][O-:26].[Na+:27].[OH2:32].[OH:1][N:2]=[C:3]([CH3:4])[c:5]1[cH:6][cH:7][c:8]([NH:11][C:12](=[O:13])[NH:14][CH2:15][C:16](=[O:17])[O:18][c:19]2[cH:20][cH:21][cH:22][cH:23][cH:24]2)[cH:9][cH:10]1>>[O:1]([N:2]=[C:3]([CH3:4])[c:5]1[cH:6][cH:7][c:8]([NH:11][C:12](=[O:13])[NH:14][CH2:15][C:16](=[O:17])[O:18][c:19]2[cH:20][cH:21][cH:22][cH:23][cH:24]2)[cH:9][cH:10]1)[CH2:30][CH:29]=[CH2:28]. Starting materials: C(C1=CC=CC=C1)OC(=O)C1=C(NC(=C(C1C1=CC=C(C=C1)[N+](=O)[O-])C(=O)OCCC#N)C)C (3-benzyloxycarbonyl-5-(2-cyanoethoxy)carbonyl-1,4-dihydro-2,6-dimethyl-4-(4-nitrophenyl)pyridine), C(=O)O.CO (formic acid MeOH). The reagents and catalysts are [Pd] (Pd/C). Solvent: C(Cl)(Cl)Cl (CHCl3). Yields the product C(#N)CCOC(=O)C1=C(NC(=C(C1C1=CC=C(C=C1)[N+](=O)[O-])C(=O)O)C)C (3-(2-cyanoethoxy)carbonyl-1,4-dihydro-2,6-dimethyl-4-(4-nitrophenyl)pyridine-5- carboxylic acid), powder. Isolated yield 75.0%. As a reaction SMILES: C([O:8][C:9]([C:11]1[CH:16]([C:17]2[CH:22]=[CH:21][C:20]([N+:23]([O-:25])=[O:24])=[CH:19][CH:18]=2)[C:15]([C:26]([O:28][CH2:29][CH2:30][C:31]#[N:32])=[O:27])=[C:14]([CH3:33])[NH:13][C:12]=1[CH3:34])=[O:10])C1C=CC=CC=1.C(O)=O.CO>C(Cl)(Cl)Cl.[Pd]>[C:31]([CH2:30][CH2:29][O:28][C:26]([C:15]1[CH:16]([C:17]2[CH:22]=[CH:21][C:20]([N+:23]([O-:25])=[O:24])=[CH:19][CH:18]=2)[C:11]([C:9]([OH:10])=[O:8])=[C:12]([CH3:34])[NH:13][C:14]=1[CH3:33])=[O:27])#[N:32] |f:1.2|. Procedure details: The solution of 3-benzyloxycarbonyl-5-(2-cyanoethoxy)carbonyl-1,4-dihydro-2,6-dimethyl-4-(4-nitrophenyl)pyridine (3.24 g, 7.02 mmol) in 160 ml of 4.4% (w/w) formic acid/MeOH mixture was stirred with Pd/C (10%, 3.24 g) for 30 min., the reaction was quenched by addition of 10 ml of CHCl3. The mixture was filtered and concentration of filtrate give a yellow powder, which was dissolved in CHCl3, washed with water and 1N HCL. After drying and removal of solvent, 3-(2-cyanoethoxy)carbonyl-1,4-dihydro-... The reactants are COc1cc2c(cc1[N+](=O)[O-])CCNCC2, CC#N, FC(F)(F)C1CO1, O=C([O-])[O-]. Yields the product COc1cc2c(cc1[N+](=O)[O-])CCN(CC(O)C(F)(F)F)CC2. As a reaction SMILES: [CH3:1][O:2][c:3]1[cH:4][c:5]2[c:6]([cH:12][c:13]1[N+:14](=[O:15])[O-:16])[CH2:7][CH2:8][NH:9][CH2:10][CH2:11]2.[CH3:28][C:29]#[N:30].[F:17][C:18]([CH:19]1[O:20][CH2:21]1)([F:22])[F:23].[O-:24][C:25](=[O:26])[O-:27]>>[CH3:1][O:2][c:3]1[cH:4][c:5]2[c:6]([cH:12][c:13]1[N+:14](=[O:15])[O-:16])[CH2:7][CH2:8][N:9]([CH2:21][CH:19]([C:18]([F:17])([F:22])[F:23])[OH:20])[CH2:10][CH2:11]2. Starting materials: OCCOCCN1CCN(CC1)CC1=CC=C2C(=N1)COC2=O (2-{4-[2-(2-hydroxy-ethoxy)-ethyl]-piperazin-1-ylmethyl}-7H-furo[3,4-b]pyridin-5-one), Cl (HCl), FC=1C=C2CC(NC2=CC1)=O (5-fluoro-1,3-dihydro-indol-2-one), C[Si](C)(C)[N-][Si](C)(C)C.[Li+] (lithium bis(trimethylsilyl)amide), solution. The solvent is C1CCOC1 (THF), C1CCOC1 (THF), C1CCOC1 (THF). Run at time 10 minute. Product: FC=1C=C2C(C(NC2=CC1)=O)=C1OCC2=NC(=CC=C21)CN2CCN(CC2)CCOCCO (5-Fluoro-3-(2-{4-[2-(2-hydroxy-ethoxy)-ethyl]-piperazin-1-ylmethyl}-7H-furo[3,4-b]pyridin-5-ylidene)-1,3-dihydro-indol-2-one). The yield is 20.2%. Reaction SMILES: [F:1][C:2]1[CH:3]=[C:4]2[C:8](=[CH:9][CH:10]=1)[NH:7][C:6](=[O:11])[CH2:5]2.C[Si]([N-][Si](C)(C)C)(C)C.[Li+].[OH:22][CH2:23][CH2:24][O:25][CH2:26][CH2:27][N:28]1[CH2:33][CH2:32][N:31]([CH2:34][C:35]2[N:40]=[C:39]3[CH2:41][O:42][C:43](=O)[C:38]3=[CH:37][CH:36]=2)[CH2:30][CH2:29]1.Cl>C1COCC1>[F:1][C:2]1[CH:3]=[C:4]2[C:8](=[CH:9][CH:10]=1)[NH:7][C:6](=[O:11])[C:5]2=[C:43]1[C:38]2[C:39](=[N:40][C:35]([CH2:34][N:31]3[CH2:32][CH2:33][N:28]([CH2:27][CH2:26][O:25][CH2:24][CH2:23][OH:22])[CH2:29][CH2:30]3)=[CH:36][CH:37]=2)[CH2:41][O:42]1 |f:1.2|. Procedure details: A solution of 5-fluoro-1,3-dihydro-indol-2-one (72 mg, 0.47 mmol) in THF (2 mL) is treated with a solution of lithium bis(trimethylsilyl)amide (1.2 mL of a 1M solution in THF, 1.2 mmol) dropwise. The resulting solution is stirred for 10 min at room temperature. A solution 2-{4-[2-(2-hydroxy-ethoxy)-ethyl]-piperazin-1-ylmethyl}-7H-furo[3,4-b]pyridin-5-one (77 mg, 0.24 mmol) in THF (1.5 mL) and added dropwise to the reaction mixture. The resulting solution is stirred for 4 h and is then treated wi...